This data is from the Open Reaction Database (ORD), a public repository of structured organic reaction records. The task is: describe an organic reaction: reactants, conditions, products, and yield Procedure details: [II; Ar is 2-Cl-4-CH3OC6H3, Y is O(CH2)4, R is C2H5, R' is CH3CO] was prepared from 0.79 g of lithium hydride, 19.4 g of diethyl acetonylphosphonate and 34.0 g of 4-(2-chloro-4-methoxyphenoxy)butyl iodide according to the procedure of Example 2(b). The product was chromatographed on Florisil to give 6.45 g of diethyl [1-acetyl-5-(2-chloro-4-methoxyphenoxy)pentyl]phosphonate as a yellow oil; MIC vs. herpes simplex type 2=12 mcg/ml. The NMR spectrum was consistent with the assigned structure. Isolated yield 15.9%. Yields the product C(C)(=O)C(CCCCOC1=C(C=C(C=C1)OC)Cl)P(OCC)(OCC)=O (diethyl [1-acetyl-5-(2-chloro-4-methoxyphenoxy)pentyl]phosphonate). Reactants: II, 2-Cl-4-CH3OC6H3, [H-].[Li+] (lithium hydride), C(C(=O)C)P(OCC)(OCC)=O (diethyl acetonylphosphonate), ClC1=C(OCCCCI)C=CC(=C1)OC (4-(2-chloro-4-methoxyphenoxy)butyl iodide). Reaction SMILES: [H-].[Li+].[CH2:3]([P:7](=[O:14])([O:11][CH2:12][CH3:13])[O:8][CH2:9][CH3:10])[C:4]([CH3:6])=[O:5].[Cl:15][C:16]1[CH:27]=[C:26]([O:28][CH3:29])[CH:25]=[CH:24][C:17]=1[O:18][CH2:19][CH2:20][CH2:21][CH2:22]I>>[C:4]([CH:3]([P:7](=[O:14])([O:8][CH2:9][CH3:10])[O:11][CH2:12][CH3:13])[CH2:22][CH2:21][CH2:20][CH2:19][O:18][C:17]1[CH:24]=[CH:25][C:26]([O:28][CH3:29])=[CH:27][C:16]=1[Cl:15])(=[O:5])[CH3:6] |f:0.1|. Run at temperature 115 celsius, time 15 hour. Reaction SMILES: [O:1]1[C:5]2[CH:6]=[CH:7][C:8]([C:10]3([C:13](Cl)=[O:14])[CH2:12][CH2:11]3)=[CH:9][C:4]=2[O:3][CH2:2]1.[S:16]([C:26]1[C:31]([NH2:32])=[CH:30][CH:29]=[CH:28][N:27]=1)([C:19]1[CH:25]=[CH:24][C:22]([CH3:23])=[CH:21][CH:20]=1)(=[O:18])=[O:17]>N1C=CC=CC=1>[O:1]1[C:5]2[CH:6]=[CH:7][C:8]([C:10]3([C:13]([NH:32][C:31]4[C:26]([S:16]([C:19]5[CH:20]=[CH:21][C:22]([CH3:23])=[CH:24][CH:25]=5)(=[O:18])=[O:17])=[N:27][CH:28]=[CH:29][CH:30]=4)=[O:14])[CH2:12][CH2:11]3)=[CH:9][C:4]=2[O:3][CH2:2]1. Reported procedure: To 1-(benzo[d][1,3]dioxol-5-yl)cyclopropanecarbonyl chloride (45 mg, 0.2 mmol) in pyridine (2 mL) was added 2-tosylpyridin-3-amine (50 mg, 0.2 mmol) and the reaction mixture was stirred at 115° C. for 15 hours. The solvent was evaporated to dryness and the residue redissolved in DMF, filtered and purified by reverse-phase preparative liquid chromatography utilizing a gradient of 0-99% acetonitrile in water containing 0.05% trifluoracetic acid to yield the pure product. ESI-MS m/z calc. 436.5. Fo... Reactants: O1COC2=C1C=CC(=C2)C2(CC2)C(=O)Cl (1-(benzo[d][1,3]dioxol-5-yl)cyclopropanecarbonyl chloride), S(=O)(=O)(C1=CC=C(C)C=C1)C1=NC=CC=C1N (2-tosylpyridin-3-amine). Run in N1=CC=CC=C1 (pyridine). The product is O1COC2=C1C=CC(=C2)C2(CC2)C(=O)NC=2C(=NC=CC2)S(=O)(=O)C2=CC=C(C)C=C2 (1-(benzo[d][1,3]dioxol-5-yl)-N-(2-tosylpyridin-3-yl)cyclopropanecarboxamide). Reactants: C1(=CC=CC=C1)N(C1=NC=CC=C1)CCCN1C(C=2C(C1=O)=CC=CC2)=O (N-[3-(N-phenyl-N-pyrid-2-ylamino)propyl]phthalimide), CSC1=NC=C(C(N1)=O)CC1=CC=C(C=C1)Cl (2-methylthio-5-(4-chlorobenzyl)pyrimid-4-one). The solvent is N1=CC=CC=C1 (pyridine). The product is C(C)N(C1=NC=CC=C1)CCCNC1=NC=C(C(N1)=O)CC1=CC=C(C=C1)Cl (2-[3-(N-ethyl-N-pyrid-2-ylamino)propylamino]-5-(4-chlorobenzyl)pyrimid-4-one). Reaction SMILES: [C:1]1([N:7]([CH2:14][CH2:15][CH2:16][N:17]2[C:21](=O)C3=CC=CC=C3C2=O)[C:8]2[CH:13]=[CH:12][CH:11]=[CH:10][N:9]=2)[CH:6]=CC=CC=1.CSC1[NH:35][C:34](=[O:36])[C:33]([CH2:37][C:38]2[CH:43]=[CH:42][C:41]([Cl:44])=[CH:40][CH:39]=2)=[CH:32][N:31]=1>N1C=CC=CC=1>[CH2:1]([N:7]([CH2:14][CH2:15][CH2:16][NH:17][C:21]1[NH:35][C:34](=[O:36])[C:33]([CH2:37][C:38]2[CH:39]=[CH:40][C:41]([Cl:44])=[CH:42][CH:43]=2)=[CH:32][N:31]=1)[C:8]1[CH:13]=[CH:12][CH:11]=[CH:10][N:9]=1)[CH3:6]. Reported procedure: Substituting ethyl iodide (10.31 g) for n-propyl iodide and using the corresponding molar proportions of the other reagents in the method of example 15(i) gave 2-[N-(3-aminopropyl)-N-ethylamino]pyridine (2.32 g) as an oil. (ii) 2-[N-(3-aminopropyl)-N-ethylamino]pyridine (1.0 g) and 2-methylthio-5-(4-chlorobenzyl)pyrimid-4-one (0.99 g) were heated together under reflux in pyridine (2.5 ml) for 28 hr. After stripping the residue was crystallized from ethanol and recrystallized from ethanol/water t... The reactants are BrC1=CSC=C1C(CC)=O (3-bromo-4-(1-oxopropyl)thiophene), CC(C(=O)C=1SC=CC1)(C)C (2,2-dimethyl-1-thiophenyl-1-propanone). Yields the product BrC1=CSC=C1CCC (3-bromo-4-propylthiophene). Isolated yield 66.0%. Reaction SMILES: [Br:1][C:2]1[C:6]([C:7](=O)[CH2:8][CH3:9])=[CH:5][S:4][CH:3]=1.CC(C)(C)C(C1SC=CC=1)=O>>[Br:1][C:2]1[C:6]([CH2:7][CH2:8][CH3:9])=[CH:5][S:4][CH:3]=1. Procedure details: Following the procedure of Example 10a, substituting 3-bromo-4-(1-oxopropyl)thiophene, from step 52a above, for the 2,2-dimethyl-1-thiophenyl-1-propanone in step 10a, the title compound was prepared in 66% yield. NMR (CDCl3) δ:7.22 (d, J=3 Hz, 1H), 6.95 (d, J=3 Hz, 1H), 2.56 (t, 7.5 Hz, 2H), 1.65 (sextet, J=7.5 Hz, 2H), 0.98 (t, J=7.5 Hz, 3H). Starting materials: C1(=CC=CC=C1)N1C(CC(NC2=C1C=CC=C2)=C[N+](=O)[O-])=O (5-phenyl-1,2,3,4-tetrahydro-2-nitromethylene-5H-1,5-benzodiazepin-4-one), C(C)O (ethanol). Reagents/catalysts: [Ni] (Raney nickel). Solvent: O1CCCC1 (tetrahydrofuran). Conditions: time 20 hour. Yields the product CC1=NC=C2N1C1=C(N(C(C2)=O)C2=CC=CC=C2)C=CC=C1 (4,6-Dihydro-1-methyl-6-phenyl-5H-imidazo[1,5-a] [1,5]benzodiazepin-5-one). RXN SMILES: [C:1]1([N:7]2[C:13]3[CH:14]=[CH:15][CH:16]=[CH:17][C:12]=3[NH:11][C:10](=[CH:18][N+:19]([O-])=O)[CH2:9][C:8]2=[O:22])[CH:6]=[CH:5][CH:4]=[CH:3][CH:2]=1.[CH2:23](O)[CH3:24]>[Ni].O1CCCC1>[CH3:23][C:24]1[N:11]2[C:12]3[CH:17]=[CH:16][CH:15]=[CH:14][C:13]=3[N:7]([C:1]3[CH:6]=[CH:5][CH:4]=[CH:3][CH:2]=3)[C:8](=[O:22])[CH2:9][C:10]2=[CH:18][N:19]=1. Reported procedure: Raney nickel, 11 g, was added to a solution of 3.5 g. (0.0118 m) of 5-phenyl-1,2,3,4-tetrahydro-2-nitromethylene-5H-1,5-benzodiazepin-4-one in 50 ml of tetrahydrofuran, and 150 ml of ethanol. The mixture was then hydrogenated at atmospheric pressure for a period of 20 hours. The catalyst was filtered off and washed with tetrahydrofuran and methylene chloride. The filtrate was evaporated and the remaining oil (3.1 g.) was dissolved in 250 ml of xylene and 6.2 ml of triethylorthoacetate. After hea... Reactants: O=C(OC(C)(C)C)NC1=CC=C(F)C(=C1)C. Reagents/catalysts: N=1C=CC(=CC1C=2N=CC=C(C2)C(C)(C)C)C(C)(C)C, O1BOC(C)(C)C1(C)C, O1B(OC(C)(C)C1(C)C)B2OC(C)(C)C(O2)(C)C, C[OH2+].C[OH2+].C1CC=CCCC=C1.C1CC=CCCC=C1.[Ir].[Ir]. Run in O(C)C(C)(C)C. Conditions: temperature 50 celsius, time 24 hour. Yields the product O=C(OC(C)(C)C)NC1=CC(=C(F)C=C1B2OC(C)(C)C(O2)(C)C)C, O=C(OC(C)(C)C)NC=1C=C(B2OC(C)(C)C(O2)(C)C)C(F)=C(C1)C. The yield is 9.0%. Reactants: BrC1=NC(=CC(=C1)S(=O)(=O)C1=CC=C(C=C1)N)Br (4-(2,6-Dibromo-pyridine-4-sulfonyl)-phenylamine), [Na+].[I-] (NaI), I (HI). Solvent: O (water). Yields the product IC1=NC(=CC(=C1)SC1=CC=C(C=C1)N)I (4-(2,6-diiodo-pyridin-4-ylsulfanyl)-phenylamine). Isolated yield 42.0%. RXN SMILES: Br[C:2]1[CH:7]=[C:6]([S:8]([C:11]2[CH:16]=[CH:15][C:14]([NH2:17])=[CH:13][CH:12]=2)(=O)=O)[CH:5]=[C:4](Br)[N:3]=1.[Na+].[I-:20].[IH:21]>O>[I:20][C:2]1[CH:7]=[C:6]([S:8][C:11]2[CH:16]=[CH:15][C:14]([NH2:17])=[CH:13][CH:12]=2)[CH:5]=[C:4]([I:21])[N:3]=1 |f:1.2|. Procedure: 0.52 g (0.00133 Mol) 4-(2,6-Dibromo-pyridine-4-sulfonyl)-phenylamine and 0.45 g (0.003 Mol) NaI were stirred in aqueous HI (10 ml) at 120° C. for 5 h. Then the reaction mixture was diluted with water, extracted with ethyl acetate, the organic phase was washed with sat. bicarbonate and brine, dried over MgSO4 and evaporated. After chromatography on SiO2 with ethyl acetate hexane 1:3 and drying in a high vacuum it was obtained 0.255 g (42%) 4-(2,6-diiodo-pyridin-4-ylsulfanyl)-phenylamine as a brow... Reactants: CS(C)=O, CC(=O)O, ClCCl, [Cu+2], [O-][I+3]([O-])([O-])[O-], NN, [Na+], [Na+], [Na+], O, O, O=S([O-])([O-])=S, O=S(=O)([O-])[O-], CCOC(=O)C1CCCN(C(=O)C=Cc2cccs2)C1. The product is CCOC(=O)C1CCCN(C(=O)CCc2cccs2)C1. As a reaction SMILES: [CH3:37][S:38](=[O:39])[CH3:40].[CH3:51][C:52](=[O:53])[OH:54].[Cl:48][CH2:49][Cl:50].[Cu+2:47].[I+3:24]([O-:25])([O-:26])([O-:27])[O-:28].[NH2:22][NH2:23].[Na+:29].[Na+:35].[Na+:36].[OH2:21].[OH2:41].[S:30]([O-:31])([O-:32])(=[O:33])=[S:34].[S:42]([O-:43])([O-:44])(=[O:45])=[O:46].[s:1]1[c:2]([CH:6]=[CH:7][C:8](=[O:9])[N:10]2[CH2:11][CH:12]([C:16](=[O:17])[O:18][CH2:19][CH3:20])[CH2:13][CH2:14][CH2:15]2)[cH:3][cH:4][cH:5]1>>[s:1]1[c:2]([CH2:6][CH2:7][C:8](=[O:9])[N:10]2[CH2:11][CH:12]([C:16](=[O:17])[O:18][CH2:19][CH3:20])[CH2:13][CH2:14][CH2:15]2)[cH:3][cH:4][cH:5]1. Reactants: BrC1=C2C(=C(N(C2=CC=C1)C)C1=CC=CC=C1)C (4-bromo-1,3-dimethyl-2-phenyl-1H-indole), C(=O)([O-])[O-].[K+].[K+] (K2CO3), COC1=CC=C(C=C1)B(O)O (4-methoxyphenylboronic acid), ClCCl (dichloromethane). Reagents/catalysts: C1=CC=C(C=C1)P([C-]2C=CC=C2)C3=CC=CC=C3.C1=CC=C(C=C1)P([C-]2C=CC=C2)C3=CC=CC=C3.Cl[Pd]Cl.[Fe+2] ([1,1′-bis(diphenylphosphino)ferrocene]dichloropalladium). Solvent: O1CCOCC1 (dioxane). Product: COC1=CC=C(C=C1)C1=C2C(=C(N(C2=CC=C1)C)C1=CC=CC=C1)C (4-(4-Methoxy-phenyl)-1,3-dimethyl-2-phenyl-1H-indole), product. Yield: 97.2%. Reaction SMILES: Br[C:2]1[CH:10]=[CH:9][CH:8]=[C:7]2[C:3]=1[C:4]([CH3:18])=[C:5]([C:12]1[CH:17]=[CH:16][CH:15]=[CH:14][CH:13]=1)[N:6]2[CH3:11].C([O-])([O-])=O.[K+].[K+].[CH3:25][O:26][C:27]1[CH:32]=[CH:31][C:30](B(O)O)=[CH:29][CH:28]=1.ClCCl>O1CCOCC1.C1C=CC(P(C2C=CC=CC=2)[C-]2C=CC=C2)=CC=1.C1C=CC(P(C2C=CC=CC=2)[C-]2C=CC=C2)=CC=1.Cl[Pd]Cl.[Fe+2]>[CH3:25][O:26][C:27]1[CH:32]=[CH:31][C:30]([C:2]2[CH:10]=[CH:9][CH:8]=[C:7]3[C:3]=2[C:4]([CH3:18])=[C:5]([C:12]2[CH:17]=[CH:16][CH:15]=[CH:14][CH:13]=2)[N:6]3[CH3:11])=[CH:29][CH:28]=1 |f:1.2.3,7.8.9.10|. Reported procedure: The desired product was prepared using a procedure similar to step 3 of example 3. Thus, 4-bromo-1,3-dimethyl-2-phenyl-1H-indole (1.182 g, 3.937 mmol) was reacted with aqueous 2M K2CO3 (3.9 ml), 4-methoxyphenylboronic acid (0.838 g, 5.512 mmol) and [1,1′-bis(diphenylphosphino)ferrocene]dichloropalladium (II) complex with dichloromethane (1:1) (0.096 g, 0.118 mmol) in dioxane (39 ml) to give the product (1.253 g, 3.827 mmol, 97%) as a yellow, viscous oil. 1H NMR (DMSO-d6) δ 1.72 (s, 3H), 3.60 (s,... The reactants are CCOC(C)=O, Cc1c(CC#N)cccc1[N+](=O)[O-], [H][H]. The product is Cc1c(N)cccc1CC#N. RXN SMILES: [CH3:16][CH2:17][O:18][C:19](=[O:20])[CH3:21].[CH3:1][c:2]1[c:3]([CH2:11][C:12]#[N:13])[cH:4][cH:5][cH:6][c:7]1[N+:8]([O-:9])=[O:10].[H:14][H:15]>>[CH3:1][c:2]1[c:3]([CH2:11][C:12]#[N:13])[cH:4][cH:5][cH:6][c:7]1[NH2:8].